Dataset: the Open Reaction Database (ORD), a public repository of structured organic reaction records. Task: describe an organic reaction: reactants, conditions, products, and yield Reactants: C12C(CCC1)O2 (cyclopentene oxide), BrC1=CC(=CC(=C1)OC)OC (1-bromo-3,5-dimethoxybenzene). Yields the product COC=1C=C(C=C(C1)OC)[C@H]1[C@@H](CCC1)O (trans-2-(3,5-Dimethoxy-phenyl)-cyclopentanol). Reaction SMILES: [CH:1]12[O:6][CH:2]1[CH2:3][CH2:4][CH2:5]2.Br[C:8]1[CH:13]=[C:12]([O:14][CH3:15])[CH:11]=[C:10]([O:16][CH3:17])[CH:9]=1>>[CH3:15][O:14][C:12]1[CH:13]=[C:8]([C@@H:2]2[CH2:3][CH2:4][CH2:5][C@H:1]2[OH:6])[CH:9]=[C:10]([O:16][CH3:17])[CH:11]=1. Reported procedure: Preparation 19 is prepared from cyclopentene oxide and 1-bromo-3,5-dimethoxybenzene in a manner similar to preparation 10. 1H NMR (CDCl3): 6.41 (s, 2H), 6.33(s, 1H), 4.15 (dd, J=7.5 Hz, 1H), 3.78 (s, 6H), 2.81 (dd, J=9.2 Hz, 1H), 2.1 (m, 2H), 1.9-1.5 (m, 6H). The reactants are C1CCOC1, Cc1ccc(Cl)cc1C(CCN(C)C(=O)OC(C)(C)C)OCCN=[N+]=[N-], O, c1ccc(P(c2ccccc2)c2ccccc2)cc1. Product: Cc1ccc(Cl)cc1C(CCN(C)C(=O)OC(C)(C)C)OCCN. As a reaction SMILES: [CH2:46]1[O:47][CH2:48][CH2:49][CH2:50]1.[N:1](=[N+:2]=[N-:3])[CH2:4][CH2:5][O:6][CH:7]([CH2:8][CH2:9][N:10]([C:11]([O:12][C:13]([CH3:14])([CH3:15])[CH3:16])=[O:17])[CH3:18])[c:19]1[c:20]([CH3:26])[cH:21][cH:22][c:23]([Cl:25])[cH:24]1.[OH2:51].[c:27]1([P:28]([c:29]2[cH:30][cH:31][cH:32][cH:33][cH:34]2)[c:35]2[cH:36][cH:37][cH:38][cH:39][cH:40]2)[cH:41][cH:42][cH:43][cH:44][cH:45]1>>[NH2:1][CH2:4][CH2:5][O:6][CH:7]([CH2:8][CH2:9][N:10]([C:11]([O:12][C:13]([CH3:14])([CH3:15])[CH3:16])=[O:17])[CH3:18])[c:19]1[c:20]([CH3:26])[cH:21][cH:22][c:23]([Cl:25])[cH:24]1. Reactants: CC(C)CCC[C@@H](C)[C@H]1CC[C@H]2[C@@H]3CC=C4C[C@@H](O)CC[C@]4(C)[C@H]3CC[C@]12C (cholesterol), BrCC(=O)O (bromoacetic acid), DIPC(N,N-diisopropylcarbodiimide). Reagents/catalysts: CN(C1=CC=NC=C1)C (DMAP). Solvent: ClCCl (dichloromethane), CCCCCC.CCOC(=O)C (n-hexane EtOAc). Run at time 48 hour. The product is BrCC(=O)CC(C)CCC[C@@H](C)[C@H]1CC[C@H]2[C@@H]3CC=C4C[C@@H](O)CC[C@]4(C)[C@H]3CC[C@]12C (Bromoacetyl-Cholesterol). The yield is 73.0%. Reaction SMILES: [CH3:1][CH:2]([CH2:4][CH2:5][CH2:6][C@H:7]([C@@H:9]1[C@:27]2([CH3:28])[C@H:12]([C@H:13]3[C@H:24]([CH2:25][CH2:26]2)[C@:22]2([CH3:23])[C:16]([CH2:17][C@H:18]([CH2:20][CH2:21]2)[OH:19])=[CH:15][CH2:14]3)[CH2:11][CH2:10]1)[CH3:8])[CH3:3].[Br:29][CH2:30][C:31](O)=[O:32]>ClCCl.CN(C)C1C=CN=CC=1.CCCCCC.CCOC(C)=O>[Br:29][CH2:30][C:31]([CH2:3][CH:2]([CH2:4][CH2:5][CH2:6][C@H:7]([C@@H:9]1[C@:27]2([CH3:28])[C@H:12]([C@H:13]3[C@H:24]([CH2:25][CH2:26]2)[C@:22]2([CH3:23])[C:16]([CH2:17][C@H:18]([CH2:20][CH2:21]2)[OH:19])=[CH:15][CH2:14]3)[CH2:11][CH2:10]1)[CH3:8])[CH3:1])=[O:32] |f:4.5|. Procedure: A mixture of 100 mg of cholesterol and 40 mg of bromoacetic acid (1.1 eq) was dissolved in 10 mL of anhydrous dichloromethane. Then 44 μl (1.1 eq) of DIPC(N,N-diisopropylcarbodiimide) and 1.5 mg (0.05 eq) of DMAP (4-dimethylaminopyridine) were added. The solution was left stirring at room temperature for 48 h and analyzed by TLC using a mixture of n-hexane/EtOAc 10/1 as solvent systems. The solvent was evaporated and the reaction product was purified by silica gel flash chromatography in n-hexan... Starting materials: COC(C(C1=CC=C(C=C1)SCCOC1=CC2=CC=CC=C2C=C1)=O)=O (4-[[2-(2-naphthalenyloxy)ethyl]thio]-alpha-oxobenzeneacetic acid methyl ester), [OH-].[Na+] (sodium hydroxide). Solvent: O (water), CO (methanol), O1CCCC1 (tetrahydrofuran). Yields the product C1=C(C=CC2=CC=CC=C12)OCCSC1=CC=C(C=C1)C(C(=O)O)=O (4-[[2-(2-naphthalenyloxy)ethyl]thio]-alpha-oxobenzeneacetic acid). Yield: 86.7%. As a reaction SMILES: C[O:2][C:3](=[O:26])[C:4](=[O:25])[C:5]1[CH:10]=[CH:9][C:8]([S:11][CH2:12][CH2:13][O:14][C:15]2[CH:24]=[CH:23][C:22]3[C:17](=[CH:18][CH:19]=[CH:20][CH:21]=3)[CH:16]=2)=[CH:7][CH:6]=1.[OH-].[Na+]>CO.O1CCCC1.O>[CH:16]1[C:17]2[C:22](=[CH:21][CH:20]=[CH:19][CH:18]=2)[CH:23]=[CH:24][C:15]=1[O:14][CH2:13][CH2:12][S:11][C:8]1[CH:9]=[CH:10][C:5]([C:4](=[O:25])[C:3]([OH:26])=[O:2])=[CH:6][CH:7]=1 |f:1.2|. Reported procedure: A mixture of 4-[[2-(2-naphthalenyloxy)ethyl]thio]-alpha-oxobenzeneacetic acid methyl ester (0.72 g) in hot methanol (10 mL) and sufficient tetrahydrofuran to dissolve the solids was treated with 1N sodium hydroxide (4.0 mL) and diluted with water. The organic solvent was removed under vacuum and the residue was mixed with water, acidified with excess 2N hydrochloric acid, and extracted with dichloromethane. The organic layer was dried (Na2SO4), filtered, and evaporated to give crude product. Cry... Reactants: NC(=O)NCCCC(N)C(=O)O, O=CC(O)C(O)C(O)CO. The product is NC(=O)NCCCC(NCC(O)C(O)C(O)CO)C(=O)O. Reaction SMILES: [NH2:11][CH:12]([CH2:13][CH2:14][CH2:15][NH:16][C:17](=[O:18])[NH2:19])[C:20](=[O:21])[OH:22].[O:1]=[CH:2][CH:3]([OH:4])[CH:5]([OH:6])[CH:7]([OH:8])[CH2:9][OH:10]>>[CH2:2]([CH:3]([OH:4])[CH:5]([OH:6])[CH:7]([OH:8])[CH2:9][OH:10])[NH:11][CH:12]([CH2:13][CH2:14][CH2:15][NH:16][C:17](=[O:18])[NH2:19])[C:20](=[O:21])[OH:22]. The reactants are C(CCCCCCCCC)C1=CC=C(C=C1)C1=CC=C(C=C1)O (4-decyl-4'-hydroxybiphenyl), Cl (hydrochloric acid), FC1=C(C(=O)Cl)C(=C(C(=C1F)C(=O)Cl)F)F (2,3,5,6-tetrafluoroterephthalic acid chloride), FC([C@@H](CCCCCCCC)O)(F)F ((R)-(+)-1,1,1-trifluoro-2-decanol), CN(C)C1=NC=CC=C1 (dimethylaminopyridine). Run in C(C)N(CC)CC (triethylamine), C(C)N(CC)CC (triethylamine), C(Cl)Cl (methylene chloride). Reaction conditions: time 8 hour. Yields the product C(CCCCCCCCC)C1=CC=C(C=C1)C1=CC=C(C=C1)OC(=O)C1=C(C(=C(C(=O)OC(C(F)(F)F)CCCCCCCC)C(=C1F)F)F)F (1,1,1-trifluoro-2-decyl 4-(4'-decylbiphenyl-4-oxycarbonyl)-2,3,5,6-tetrafluorobenzoate). Yield: 41.0%. Reaction SMILES: [F:1][C:2]1[C:10]([F:11])=[C:9]([C:12](Cl)=[O:13])[C:8]([F:15])=[C:7]([F:16])[C:3]=1[C:4](Cl)=[O:5].[F:17][C:18]([F:30])([F:29])[C@H:19]([OH:28])[CH2:20][CH2:21][CH2:22][CH2:23][CH2:24][CH2:25][CH2:26][CH3:27].CN(C1C=CC=CN=1)C.[CH2:40]([C:50]1[CH:55]=[CH:54][C:53]([C:56]2[CH:61]=[CH:60][C:59]([OH:62])=[CH:58][CH:57]=2)=[CH:52][CH:51]=1)[CH2:41][CH2:42][CH2:43][CH2:44][CH2:45][CH2:46][CH2:47][CH2:48][CH3:49].Cl>C(N(CC)CC)C.C(Cl)Cl>[CH2:40]([C:50]1[CH:51]=[CH:52][C:53]([C:56]2[CH:61]=[CH:60][C:59]([O:62][C:4]([C:3]3[C:7]([F:16])=[C:8]([F:15])[C:9]([C:12]([O:28][CH:19]([CH2:20][CH2:21][CH2:22][CH2:23][CH2:24][CH2:25][CH2:26][CH3:27])[C:18]([F:29])([F:30])[F:17])=[O:13])=[C:10]([F:11])[C:2]=3[F:1])=[O:5])=[CH:58][CH:57]=2)=[CH:54][CH:55]=1)[CH2:41][CH2:42][CH2:43][CH2:44][CH2:45][CH2:46][CH2:47][CH2:48][CH3:49]. Procedure: To methylene chloride (20 ml) were added 2,3,5,6-tetrafluoroterephthalic acid chloride (0.27 g), (R)-(+)-1,1,1-trifluoro-2-decanol (0.1 g), triethylamine (0.05 g) and dimethylaminopyridine (0.02 g). After the mixture was left to stand for 8 hours in order to allow a reaction to proceed, 4-decyl-4'-hydroxybiphenyl (0.15 g) and triethylamine (0.05 g) were added thereto. The mixture was left for about 8 hours in order to allow a reaction to proceed, made acidic with 1N aqueous hydrochloric acid sol... Reactants: C(C)(C)(C)OC(NCC1CC=CCC1)=O (cyclohex-3-enylmethyl-carbamic acid tert-butyl ester), ClC=1C=C(C(=O)OO)C=CC1 (3-chloroperoxybenzoic acid). Solvent: ClCCl (dichloromethane). Reaction conditions: time 19 hour. The product is crude product, C(C)(C)(C)OC(NCC1CC2OC2CC1)=O ((7-oxa-bicyclo[4.1.0]hept-3-ylmethyl)-carbamic acid tert-butyl ester). Isolated yield 166.1%. Reaction SMILES: [C:1]([O:5][C:6](=[O:15])[NH:7][CH2:8][CH:9]1[CH2:14][CH2:13][CH:12]=[CH:11][CH2:10]1)([CH3:4])([CH3:3])[CH3:2].ClC1C=C(C=CC=1)C(OO)=[O:21]>ClCCl>[C:1]([O:5][C:6](=[O:15])[NH:7][CH2:8][CH:9]1[CH2:14][CH2:13][CH:12]2[CH:11]([O:21]2)[CH2:10]1)([CH3:4])([CH3:2])[CH3:3]. Procedure details: To a solution of cyclohex-3-enylmethyl-carbamic acid tert-butyl ester (1.5 g, 7.10 mmol) in 20 ml of anhydrous dichloromethane was added 3-chloroperoxybenzoic acid (2.45 g, 14.2 mmol) under cooling. The resulting mixture was stirred for 19 hours at room temperature and washed with saturated sodium bicarbonate and 0.5M aqueous solution of sodium thiosulphate. The aqueous phase was extracted three times with dichloromethane and the combined organic phases were washed with brine. The resulting orga... Reactants: OC1=C(C=C(C=C1)C1(CC=CC=C1)C=O)OC (1-(4-hydroxy-3-methoxyphenyl)phenyl-methanone), C(=O)([O-])[O-].[K+].[K+] (K2CO3), BrCCCBr (1,3-dibromopropane). The solvent is C(C)#N (acetonitrile). The product is BrCCCOC1=C(C=C(C=C1)C1(CC=CC=C1)C=O)OC (1-[4-(3-bromopropoxy)-3-methoxyphenyl]phenylmethanone). The yield is 13.2%. Reaction SMILES: [OH:1][C:2]1[CH:7]=[CH:6][C:5]([C:8]2([CH:14]=[O:15])[CH:13]=[CH:12][CH:11]=[CH:10][CH2:9]2)=[CH:4][C:3]=1[O:16][CH3:17].C([O-])([O-])=O.[K+].[K+].[Br:24][CH2:25][CH2:26][CH2:27]Br>C(#N)C>[Br:24][CH2:25][CH2:26][CH2:27][O:1][C:2]1[CH:7]=[CH:6][C:5]([C:8]2([CH:14]=[O:15])[CH:9]=[CH:10][CH:11]=[CH:12][CH2:13]2)=[CH:4][C:3]=1[O:16][CH3:17] |f:1.2.3|. Procedure details: A mixture of 1-(4-hydroxy-3-methoxyphenyl)phenyl-methanone (14 g, 61.4 mmol), K2CO3 (13 g, 92.1 mmol), and 1,3-dibromopropane (28 g, 86 mmol) in acetonitrile (400 ml) was heated at reflux for 4 hours. The reaction was followed by thin layer chromatography. At the end of the reaction, the inorganics were filtered off and the solvent was removed on a rotary evaporator. The residue was purified on a flash chromatographic column (SiO2, 140 g, eluted with 4:1 hexane:dichloromethane, 1.2 l) to give a ... The reactants are CCCCCCC, COC(=O)c1ccc(CO)cc1, CN1CCNCC1, C[Al](C)C, ClCCl, O. Yields the product CN1CCN(C(=O)c2ccc(CO)cc2)CC1. As a reaction SMILES: [CH3:12][CH2:13][CH2:14][CH2:15][CH2:16][CH2:17][CH3:18].[CH3:19][O:20][C:21]([c:22]1[cH:23][cH:24][c:25]([CH2:28][OH:29])[cH:26][cH:27]1)=[O:30].[CH3:1][N:2]1[CH2:3][CH2:4][NH:5][CH2:6][CH2:7]1.[CH3:8][Al:9]([CH3:10])[CH3:11].[Cl:31][CH2:32][Cl:33].[OH2:34]>>[CH3:1][N:2]1[CH2:3][CH2:4][N:5]([C:21](=[O:20])[c:22]2[cH:23][cH:24][c:25]([CH2:28][OH:29])[cH:26][cH:27]2)[CH2:6][CH2:7]1.